From a dataset of the Open Reaction Database (ORD), a public repository of structured organic reaction records. describe an organic reaction: reactants, conditions, products, and yield The reactants are O=C(O)C=Cc1cccc(-c2nc3c(=O)n(CC4CCCCC4)c(=O)n(CC4CCCCC4)c3[nH]2)c1, ClCCl, O=S(Cl)Cl. Product: O=C(O)C=Cc1cccc(-c2nc3c(=O)n(CC4CCCCC4)c(=O)n(CC4CCCCC4)c3[nH]2)c1, [Cl-]. As a reaction SMILES: [CH:1]1([CH2:7][n:8]2[c:9](=[O:36])[n:10]([CH2:29][CH:30]3[CH2:31][CH2:32][CH2:33][CH2:34][CH2:35]3)[c:11]3[nH:12][c:13](-[c:18]4[cH:19][c:20]([CH:21]=[CH:22][C:23](=[O:24])[OH:25])[cH:26][cH:27][cH:28]4)[n:14][c:15]3[c:16]2=[O:17])[CH2:2][CH2:3][CH2:4][CH2:5][CH2:6]1.[Cl:41][CH2:42][Cl:43].[S:37]([Cl:38])([Cl:39])=[O:40]>>[CH:1]1([CH2:7][n:8]2[c:9](=[O:36])[n:10]([CH2:29][CH:30]3[CH2:31][CH2:32][CH2:33][CH2:34][CH2:35]3)[c:11]3[nH:12][c:13](-[c:18]4[cH:19][c:20]([CH:21]=[CH:22][C:23](=[O:24])[OH:25])[cH:26][cH:27][cH:28]4)[n:14][c:15]3[c:16]2=[O:17])[CH2:2][CH2:3][CH2:4][CH2:5][CH2:6]1.[Cl-:39].